Dataset: the Open Reaction Database (ORD), a public repository of structured organic reaction records. Task: describe an organic reaction: reactants, conditions, products, and yield Starting materials: ClCCl, CN1C(=O)CC(=O)N(C)C1=O, C=CCOC(=O)NC(Cc1ccc(Cl)cc1)C(=O)N(CC(OCC)OCC)C(C)C. Product: CCOC(CN(C(=O)C(N)Cc1ccc(Cl)cc1)C(C)C)OCC. As a reaction SMILES: [CH2:42]([Cl:43])[Cl:44].[CH3:31][N:32]1[C:33](=[O:34])[CH2:35][C:36](=[O:37])[N:38]([CH3:39])[C:40]1=[O:41].[Cl:1][c:2]1[cH:3][cH:4][c:5]([CH2:8][CH:9]([C:10]([N:11]([CH:12]([CH3:13])[CH3:14])[CH2:15][CH:16]([O:17][CH2:18][CH3:19])[O:20][CH2:21][CH3:22])=[O:23])[NH:24][C:25](=[O:26])[O:27][CH2:28][CH:29]=[CH2:30])[cH:6][cH:7]1>>[Cl:1][c:2]1[cH:3][cH:4][c:5]([CH2:8][CH:9]([C:10]([N:11]([CH:12]([CH3:13])[CH3:14])[CH2:15][CH:16]([O:17][CH2:18][CH3:19])[O:20][CH2:21][CH3:22])=[O:23])[NH2:24])[cH:6][cH:7]1. The reactants are CS(=O)C (DMSO), FC1=C(C=C(C2=C1N=C(S2)SCC(=O)NC2=CC=CC=C2)F)F (2-(4,5,7-trifluorobenzothiazol-2-ylthio)-N-phenylacetamide), BrCC(=O)O (bromoacetic acid), C([O-])([O-])=O.[K+].[K+] (potassium carbonate). Solvent: O (water). Reaction conditions: time 5 hour. Isolated yield 19.4%. Reaction SMILES: CS(C)=O.[F:5][C:6]1[C:11]2[N:12]=[C:13]([S:15][CH2:16][C:17]([NH:19][C:20]3[CH:25]=[CH:24][CH:23]=[CH:22][CH:21]=3)=[O:18])[S:14][C:10]=2[C:9]([F:26])=[CH:8][C:7]=1[F:27].Br[CH2:29][C:30]([OH:32])=[O:31].C(=O)([O-])[O-].[K+].[K+]>O>[F:5][C:6]1[C:11]2[N:12]=[C:13]([S:15][CH2:16][C:17]([N:19]([C:20]3[CH:25]=[CH:24][CH:23]=[CH:22][CH:21]=3)[CH2:29][C:30]([OH:32])=[O:31])=[O:18])[S:14][C:10]=2[C:9]([F:26])=[CH:8][C:7]=1[F:27] |f:3.4.5|. Reported procedure: To DMSO (5 ml) was added 2-(4,5,7-trifluorobenzothiazol-2-ylthio)-N-phenylacetamide (354 mg, 1 mmol), bromoacetic acid (278 mg, 2 mmol) and potassium carbonate (414 mg, 3 mmol) and the mixture was stirred at room temperature for 5 hours under a nitrogen stream. The resultant reaction mixture was diluted with water and washed with ethyl acetate. The aqueous phase was acidified with 7% hydrochloric acid and extracted with ethyl acetate. The organic phase was washed with water, dried and then evapo... Yields the product FC1=C(C=C(C2=C1N=C(S2)SCC(=O)N(CC(=O)O)C2=CC=CC=C2)F)F (N-[2-(4,5,7-trifluorobenzothiazol-2-ylthio)acetyl]-N-phenylglycine). Starting materials: ClC(Cl)Cl, Clc1ccc2ncc3ncn(-c4ccccc4Cl)c3c2c1, [Na+], [Na+], O=C([O-])[O-], O=C(OO)c1cccc(Cl)c1. Yields the product [O-][n+]1cc2ncn(-c3ccccc3Cl)c2c2cc(Cl)ccc21. Reaction SMILES: [CH:39]([Cl:40])([Cl:41])[Cl:42].[Cl:1][c:2]1[cH:3][c:4]2[c:5]3[c:6]([cH:7][n:8][c:9]2[cH:10][cH:11]1)[n:12][cH:13][n:14]3-[c:15]1[c:16]([Cl:21])[cH:17][cH:18][cH:19][cH:20]1.[Na+:22].[Na+:23].[O-:24][C:25](=[O:26])[O-:27].[OH:28][O:29][C:30]([c:31]1[cH:32][c:33]([Cl:34])[cH:35][cH:36][cH:37]1)=[O:38]>>[Cl:1][c:2]1[cH:3][c:4]2[c:5]3[c:6]([cH:7][n+:8]([O-:24])[c:9]2[cH:10][cH:11]1)[n:12][cH:13][n:14]3-[c:15]1[c:16]([Cl:21])[cH:17][cH:18][cH:19][cH:20]1. Reactants: COC(=O)c1ncsc1CCc1ccccc1, [Na+], [OH-]. Product: O=C1c2ccccc2CCc2scnc21. As a reaction SMILES: [CH3:1][O:2][C:3](=[O:4])[c:5]1[n:6][cH:7][s:8][c:9]1[CH2:10][CH2:11][c:12]1[cH:13][cH:14][cH:15][cH:16][cH:17]1.[Na+:19].[OH-:18]>>[C:3]1(=[O:4])[c:5]2[n:6][cH:7][s:8][c:9]2[CH2:10][CH2:11][c:12]2[c:13]1[cH:14][cH:15][cH:16][cH:17]2.